Dataset: the Open Reaction Database (ORD), a public repository of structured organic reaction records. Task: describe an organic reaction: reactants, conditions, products, and yield The reactants are [OH-].[Na+] (NaOH), C(CCCCCCCCCCC)OC1=CC=C(C=C1)C#C[Si](C)(C)C (4-Dodecyloxy[(trimethylsilyl)ethynyl]benzene), C1CCOC1 (THF), O (Water). The solvent is CO (MeOH). Run at time 3.5 hour. Yields the product C(CCCCCCCCCCC)OC#CC1=CC=CC=C1 (4-Dodecyloxyethynylbenzene). As a reaction SMILES: [CH2:1](OC1C=CC(C#C[Si](C)(C)C)=CC=1)[CH2:2][CH2:3][CH2:4][CH2:5][CH2:6][CH2:7][CH2:8][CH2:9][CH2:10][CH2:11][CH3:12].[OH-:26].[Na+].O.[CH2:29]1[CH2:33]O[CH2:31][CH2:30]1>CO>[CH2:12]([O:26][C:31]#[C:30][C:29]1[CH:33]=[CH:4][CH:3]=[CH:2][CH:1]=1)[CH2:11][CH2:10][CH2:9][CH2:8][CH2:7][CH2:6][CH2:5][CH2:4][CH2:3][CH2:2][CH3:1] |f:1.2|. Procedure details: 4-Dodecyloxy[(trimethylsilyl)ethynyl]benzene (3.09 g, 8.62×10−3 mol) was dissolved in a mixture of 20 ml of MeOH and 20 ml of THF. 5N NaOH (2.1 ml, 1.05×10−2 mol) was added and the solution was stirred for 3.5 h at room temperature under N2. Water was added to the reaction mixture. The aqueous layer was extracted three times with CH2Cl2. The combined organic layers were dried over MgSO4. The product was chromatographed on silica gel with 4:1 hexane:CH2Cl2 as the eluent. Yield=2.430 g (98% based ... Starting materials: O=C1CCC(=O)N1Br, CC1CN(C(=O)OC(C)(C)C)CC2Cc3ccc(C(F)(F)F)cc3N12, CN(C)C=O, O. The product is CC1CN(C(=O)OC(C)(C)C)CC2Cc3cc(Br)c(C(F)(F)F)cc3N12. Reaction SMILES: [Br:26][N:27]1[C:28](=[O:29])[CH2:30][CH2:31][C:32]1=[O:33].[C:1]([CH3:2])([CH3:3])([CH3:4])[O:5][C:6](=[O:7])[N:8]1[CH2:9][CH:10]2[N:11]([c:12]3[cH:13][c:14]([C:19]([F:20])([F:21])[F:22])[cH:15][cH:16][c:17]3[CH2:18]2)[CH:23]([CH3:25])[CH2:24]1.[CH3:35][N:36]([CH3:37])[CH:38]=[O:39].[OH2:34]>>[C:1]([CH3:2])([CH3:3])([CH3:4])[O:5][C:6](=[O:7])[N:8]1[CH2:9][CH:10]2[N:11]([c:12]3[cH:13][c:14]([C:19]([F:20])([F:21])[F:22])[c:15]([Br:26])[cH:16][c:17]3[CH2:18]2)[CH:23]([CH3:25])[CH2:24]1. The reactants are O=C1N(C(CC2=CC=CC=C12)=O)C=1C=C(C(=O)NC2CC2)C=CC1C (3-(1,3-dioxo-3,4-dihydroisoquinolin-2(1H)-yl)-N-cyclopropyl-4-methylbenzamide), [BH4-].[Na+] (NaBH4), Cl (hydrochloric acid). Solvent: CO (methanol), C(Cl)Cl (methylene chloride). Run at time 17 hour. Product: O=C1N(C=CC2=CC=CC=C12)C=1C=C(C(=O)NC2CC2)C=CC1C (3-(1-Oxoisoquinolin-2(1H)-yl)-N-cyclopropyl-4-methylbenzamide). Yield: 51.8%. RXN SMILES: [O:1]=[C:2]1[C:11]2[C:6](=[CH:7][CH:8]=[CH:9][CH:10]=2)[CH2:5][C:4](=O)[N:3]1[C:13]1[CH:14]=[C:15]([CH:22]=[CH:23][C:24]=1[CH3:25])[C:16]([NH:18][CH:19]1[CH2:21][CH2:20]1)=[O:17].[BH4-].[Na+].Cl>CO.C(Cl)Cl>[O:1]=[C:2]1[C:11]2[C:6](=[CH:7][CH:8]=[CH:9][CH:10]=2)[CH:5]=[CH:4][N:3]1[C:13]1[CH:14]=[C:15]([CH:22]=[CH:23][C:24]=1[CH3:25])[C:16]([NH:18][CH:19]1[CH2:21][CH2:20]1)=[O:17] |f:1.2|. Procedure details: To a solution of 3-(1,3-dioxo-3,4-dihydroisoquinolin-2(1H)-yl)-N-cyclopropyl-4-methylbenzamide (385 mg) in methanol (8 ml) and methylene chloride (19 ml) under an atmosphere of argon was added NaBH4 (48 mg) portionwise and the reaction stirred at room temperature for 17 hours. Concentrated hydrochloric acid (0.1 ml) was added and the reaction stirred for a further 30 minutes. The reaction mixture was concentrated and the residue resuspended in ethyl acetate, washed 1N NaOH, water, brine, dried (...